Dataset: the Open Reaction Database (ORD), a public repository of structured organic reaction records. Task: describe an organic reaction: reactants, conditions, products, and yield The reactants are CNCCC#CC1=NC=CC=C1 (N-methyl-4-(pyridin-2-yl)but-3-yn-1-amine), COC1=C(C(=O)Cl)C=CC=C1 (2-methoxybenzoyl chloride). The product is COC1=C(C(=O)N(CCC#CC2=NC=CC=C2)C)C=CC=C1 (2-methoxy-N-methyl-N-(4-(pyridin-2-yl)but-3-ynyl)benzamide). Isolated yield 77.8%. As a reaction SMILES: [CH3:1][NH:2][CH2:3][CH2:4][C:5]#[C:6][C:7]1[CH:12]=[CH:11][CH:10]=[CH:9][N:8]=1.[CH3:13][O:14][C:15]1[CH:23]=[CH:22][CH:21]=[CH:20][C:16]=1[C:17](Cl)=[O:18]>>[CH3:13][O:14][C:15]1[CH:23]=[CH:22][CH:21]=[CH:20][C:16]=1[C:17]([N:2]([CH3:1])[CH2:3][CH2:4][C:5]#[C:6][C:7]1[CH:12]=[CH:11][CH:10]=[CH:9][N:8]=1)=[O:18]. Reported procedure: The title compound was prepared in accordance with the general method of Example 199(D), from N-methyl-4-(pyridin-2-yl)but-3-yn-1-amine (50 mg, 0.31 mmol) and 2-methoxybenzoyl chloride (69 mg, 0.41 mmol). The crude residue was purified over silicagel chromatography (prepacked 10 g silicagel column, DCM/MeOH: from 100/0 to 98/2 as eluent) to afford 71 mg of 2-methoxy-N-methyl-N-(4-(pyridin-2-yl)but-3-ynyl)benzamide as a green-brown oil (Yield: 77%). Product: Br.CC=1N=CN(C1)C1=CC=C(NC1=O)C(=O)O (5-(4-methyl-1H-imidazol-1-yl)-6-oxo-1,6-dihydropyridine-2-carboxylic acid, hydrobromide salt). Reactants: COC1=C(C=CC(=N1)C(=O)OC)N1C=NC(=C1)C (methyl 6-methoxy-5-(4-methyl-1H-imidazol-1-yl)pyridine-2-carboxylate), Br (hydrobromic acid). Run in C(C)(=O)O (acetic acid). Procedure: A solution of C2 (3.82 g, 15.9 mmol) in acetic acid (30 mL) and aqueous hydrobromic acid (48%, 30 mL) was heated at reflux for 4 hours. The reaction was allowed to cool to room temperature, and then chilled in an ice bath; the resulting precipitate was collected via filtration and washed with ice water (30 mL). Recrystallization from ethanol (20 mL) provided the title compound as a light yellow solid. Yield: 3.79 g, 12.6 mmol, 79%. LCMS m/z 220.1 (M+1). 1H NMR (400 MHz, DMSO-d6) δ 12.6 (v br s, ... As a reaction SMILES: C[O:2][C:3]1[N:8]=[C:7]([C:9]([O:11]C)=[O:10])[CH:6]=[CH:5][C:4]=1[N:13]1[CH:17]=[C:16]([CH3:18])[N:15]=[CH:14]1.[BrH:19]>C(O)(=O)C>[BrH:19].[CH3:18][C:16]1[N:15]=[CH:14][N:13]([C:4]2[C:3](=[O:2])[NH:8][C:7]([C:9]([OH:11])=[O:10])=[CH:6][CH:5]=2)[CH:17]=1 |f:3.4|. The reactants are C(C=C)Br (allyl bromide), O1CCOC12CCC(CC2)O (1,4-dioxa-spiro[4.5]decan-8-ol), [H-].[Na+] (sodium hydride), oil, O (water). Solvent: CN(C=O)C (dimethylformamide). Run at temperature 20 celsius, time 1 hour. The product is C(C=C)OC1CCC2(OCCO2)CC1 (8-allyloxy-1,4-dioxa-spiro[4.5]decane). The yield is 80.7%. Reaction SMILES: [O:1]1[C:5]2([CH2:10][CH2:9][CH:8]([OH:11])[CH2:7][CH2:6]2)[O:4][CH2:3][CH2:2]1.[H-].[Na+].[CH2:14](Br)[CH:15]=[CH2:16].O>CN(C)C=O>[CH2:16]([O:11][CH:8]1[CH2:9][CH2:10][C:5]2([O:4][CH2:3][CH2:2][O:1]2)[CH2:6][CH2:7]1)[CH:15]=[CH2:14] |f:1.2|. Procedure details: 23.7 g (150 mmole) 1,4-dioxa-spiro[4.5]decan-8-ol were dissolved in 120 ml absolute dimethylformamide under a nitrogen atmosphere. After adding 7.9 g of 50% sodium hydride in mineral oil (165 mmole), the mixture was stirred for 1 hour at 20° C. After adding 14.3 ml allyl bromide (165 mmole), the mixture was heated to 70° C. and stirred for 1 hour. Thereafter it was treated with 160 ml water and was extracted at 10° C.-15° C., three times with ether, once with water and once with saturated sodium... The reactants are Cl (hydrochloric acid), ClC1=CC(C(=O)NC2=NN=NN2)=NC2=CC=CC=C12 (4-Chloro-N(1H-tetrazol-5-yl)quinaldamide), CN1CCNCC1 (N-methylpiperazine). Solvent: O (Water), O (water). The product is Cl.Cl.Cl.CN1CCN(CC1)C1=CC(C(=O)NC2=NN=NN2)=NC2=CC=CC=C12 (4(4-Methylpiperazino)-N(1H-tetrazol-5-yl)quinaldamide, trihydrochloride). Reaction SMILES: [Cl:1][C:2]1[C:19]2[C:14](=[CH:15][CH:16]=[CH:17][CH:18]=2)[N:13]=[C:4]([C:5]([NH:7][C:8]2[NH:12][N:11]=[N:10][N:9]=2)=[O:6])[CH:3]=1.[CH3:20][N:21]1[CH2:26][CH2:25][NH:24][CH2:23][CH2:22]1.[ClH:27]>O>[ClH:1].[ClH:27].[ClH:1].[CH3:20][N:21]1[CH2:26][CH2:25][N:24]([C:2]2[C:19]3[C:14](=[CH:15][CH:16]=[CH:17][CH:18]=3)[N:13]=[C:4]([C:5]([NH:7][C:8]3[NH:12][N:11]=[N:10][N:9]=3)=[O:6])[CH:3]=2)[CH2:23][CH2:22]1 |f:4.5.6.7|. Procedure details: 4-Chloro-N(1H-tetrazol-5-yl)quinaldamide (0.6 g), N-methylpiperazine (5 ml) and water (1 ml) were heated on a steam bath for 18 hours. Water (5 ml) and dilute hydrochloric acid were added to pH 1 and the solid was collected and washed with 0.1 N hydrochloric acid and dried, m.p. 215° (d). The reactants are N=1C=CN2C1C=C(C=C2)C=O (Imidazo[1,2-α]pyridine-7-carboxaldehyde), C(C)(=O)[O-].[Na+] (sodium acetate), BrBr (bromine), S(=O)([O-])[O-].[Na+].[Na+] (sodium sulphite). Solvent: [Br-].[K+] (potassium bromide), CO (methanol). Run at time 15 minute. The product is N (ammonia), BrC1=CN=C2N1C=CC(=C2)C=O (3-bromo-imidazo[1,2-α]pyridine-7-carboxaldehyde). Yield: 113.7%. Reaction SMILES: [N:1]1[CH:2]=[CH:3][N:4]2[CH:9]=[CH:8][C:7]([CH:10]=[O:11])=[CH:6][C:5]=12.C([O-])(=O)C.[Na+].[Br:17]Br.S([O-])([O-])=O.[Na+].[Na+]>[Br-].[K+].CO>[NH3:1].[Br:17][C:3]1[N:4]2[CH:9]=[CH:8][C:7]([CH:10]=[O:11])=[CH:6][C:5]2=[N:1][CH:2]=1 |f:1.2,4.5.6,7.8|. Procedure: Imidazo[1,2-α]pyridine-7-carboxaldehyde (0.92 g, 9.38 mmol) and sodium acetate (0.62 g, 7.52 mmol) were dissolved in a saturated solution of potassium bromide in methanol (20 ml) and cooled to 0° C. before dropwise addition of bromine (1.05 g, 6.58 mmol) over 5 min. The mixture was allowed to stir for 15 minutes before adding saturated sodium sulphite solution (1 ml). The reaction was evaporated to dryness and the residue partitioned between ethyl acetate and 10% sodium sulfate solution. The org... Reactants: C(C)OC(=O)C=1C2=C(N=C(C1)Cl)N(N=C2C)C2OCCCC2 (6-chloro-3-methyl-1-(tetrahydro-pyran-2-yl)-1H-pyrazolo[3,4-b]pyridine-4-carboxylic acid ethyl ester), [OH-].[Na+] (sodium hydroxide). Solvent: C(C)(C)O (isopropanol). Run at time 3 hour. Yields the product ClC=1C=C(C2=C(N1)N(N=C2C)C2OCCCC2)C(=O)O (6-Chloro-3-methyl-1-(tetrahydro-pyran-2-yl)-1H-pyrazolo[3,4-b]pyridine-4-carboxylic acid). The yield is 96.3%. RXN SMILES: C([O:3][C:4]([C:6]1[C:7]2[C:15]([CH3:16])=[N:14][N:13]([CH:17]3[CH2:22][CH2:21][CH2:20][CH2:19][O:18]3)[C:8]=2[N:9]=[C:10]([Cl:12])[CH:11]=1)=[O:5])C.[OH-].[Na+]>C(O)(C)C>[Cl:12][C:10]1[CH:11]=[C:6]([C:4]([OH:5])=[O:3])[C:7]2[C:15]([CH3:16])=[N:14][N:13]([CH:17]3[CH2:22][CH2:21][CH2:20][CH2:19][O:18]3)[C:8]=2[N:9]=1 |f:1.2|. Reported procedure: A mixture of 6-chloro-3-methyl-1-(tetrahydro-pyran-2-yl)-1H-pyrazolo[3,4-b]pyridine-4-carboxylic acid ethyl ester (25 g) and 1N sodium hydroxide solution (200 mL) in isopropanol (200 mL) was stirred at r.t. for 3 h. The solvent was distilled off, the residue was taken up in a little water and brought to pH 3-4 with 1N hydrochloric acid. A solid precipitated, which was filtered off and dried in air. 22 g (96%) of the title compound were obtained. Starting materials: ClC=1C=C(C=CC1Cl)CN1C(=NC2=C1C(CCCC2)O)C(C)C (3-[(3,4-dichlorophenyl)methyl]-2-(1-methylethyl)-3,4,5,6,7,8-hexahydrocyclohepta[d]imidazol-4-ol), [H-].[Na+] (sodium hydride), BrCC(=O)OCC (ethyl bromoacetate). Run in O1CCCC1 (Tetrahydrofuran). Reaction conditions: temperature 0 celsius, time 30 minute. Product: ClC=1C=C(C=CC1Cl)CN1C(=NC2=C1C(CCCC2)OCC(=O)OCC)C(C)C (Ethyl {[3-[(3,4-dichlorophenyl)methyl]-2-(1-methylethyl)-3,4,5,6,7,8-hexahydrocyclohepta[d]imidazol-4-yl]oxy}acetate). As a reaction SMILES: [Cl:1][C:2]1[CH:3]=[C:4]([CH2:9][N:10]2[C:14]3[CH:15]([OH:20])[CH2:16][CH2:17][CH2:18][CH2:19][C:13]=3[N:12]=[C:11]2[CH:21]([CH3:23])[CH3:22])[CH:5]=[CH:6][C:7]=1[Cl:8].[H-].[Na+].Br[CH2:27][C:28]([O:30][CH2:31][CH3:32])=[O:29]>O1CCCC1>[Cl:1][C:2]1[CH:3]=[C:4]([CH2:9][N:10]2[C:14]3[CH:15]([O:20][CH2:27][C:28]([O:30][CH2:31][CH3:32])=[O:29])[CH2:16][CH2:17][CH2:18][CH2:19][C:13]=3[N:12]=[C:11]2[CH:21]([CH3:23])[CH3:22])[CH:5]=[CH:6][C:7]=1[Cl:8] |f:1.2|. Procedure details: To a stirred solution of Intermediate 8 (300 mg) in anhydrous Tetrahydrofuran (THF) (3 mL) at 0° C. under an atmosphere of nitrogen was added sodium hydride (102 mg, 2.55 mmol) as a 60% by weight suspension on mineral oil in one charge. The reaction was stirred at 0° C. for 30 min. To the reaction was added neat ethyl bromoacetate (0.284 mL) in one charge the reaction was then gradually allowed to warm to ambient temperature under an atmosphere of nitrogen over 20 hours. LCMS (high pH) showed a ... Starting materials: BrC=1C=C2CCC(C2=CC1)=NO (5-bromoindan-1-one oxime), C(#N)C=1C=C(C=CC1)B(O)O (3-cyanophenyl boronic acid), C([O-])([O-])=O.[Na+].[Na+] (sodium carbonate). Reagents/catalysts: [Pd].C1(=CC=CC=C1)P(C1=CC=CC=C1)C1=CC=CC=C1.C1(=CC=CC=C1)P(C1=CC=CC=C1)C1=CC=CC=C1.C1(=CC=CC=C1)P(C1=CC=CC=C1)C1=CC=CC=C1.C1(=CC=CC=C1)P(C1=CC=CC=C1)C1=CC=CC=C1 (tetrakis(triphenylphosphine) palladium (0)). Solvent: C(OC)COC (glyme), O (water). Yields the product O\N=C\1/CCC2=CC(=CC=C12)C=1C=C(C#N)C=CC1 (3-[(1E)-1-(hydroxyimino)-2,3-dihydro-1H-inden-5-yl]benzonitrile). The yield is 43.9%. As a reaction SMILES: Br[C:2]1[CH:3]=[C:4]2[C:8](=[CH:9][CH:10]=1)[C:7](=[N:11][OH:12])[CH2:6][CH2:5]2.[C:13]([C:15]1[CH:16]=[C:17](B(O)O)[CH:18]=[CH:19][CH:20]=1)#[N:14].C(=O)([O-])[O-].[Na+].[Na+]>C(COC)OC.O.[Pd].C1(P(C2C=CC=CC=2)C2C=CC=CC=2)C=CC=CC=1.C1(P(C2C=CC=CC=2)C2C=CC=CC=2)C=CC=CC=1.C1(P(C2C=CC=CC=2)C2C=CC=CC=2)C=CC=CC=1.C1(P(C2C=CC=CC=2)C2C=CC=CC=2)C=CC=CC=1>[OH:12]/[N:11]=[C:7]1\[CH2:6][CH2:5][C:4]2[C:8]\1=[CH:9][CH:10]=[C:2]([C:19]1[CH:20]=[C:15]([CH:16]=[CH:17][CH:18]=1)[C:13]#[N:14])[CH:3]=2 |f:2.3.4,7.8.9.10.11|. Procedure: To a stirred solution of 5-bromoindan-1-one oxime (0.25 g, 1.10 mmol) in glyme (11 mL) was added 3-cyanophenyl boronic acid (0.21 g, 1.44 mmol), sodium carbonate (0.35 g, 3.30 mmol) dissolved in deionized (D.I.) water (2 mL), and tetrakis(triphenylphosphine) palladium (0) (0.06 g, 0.05 mmol). The resulting solution was heated to reflux for 2 hours. The solution was cooled to room temperature and partitioned between ammonium chloride solution (sat.) and ethyl acetate. The organic layer was dried ... Reactants: CCOC(C)=O, CCCCCC, Cc1cc(C)c2c(c1C)OC(=O)C2c1ccccc1. Yields the product Cc1cc(C)c(C(CO)c2ccccc2)c(O)c1C. Reaction SMILES: [C:26]([O:27][CH2:28][CH3:29])(=[O:30])[CH3:31].[CH3:20][CH2:21][CH2:22][CH2:23][CH2:24][CH3:25].[c:1]1([CH:7]2[C:8](=[O:19])[O:9][c:10]3[c:11]2[c:12]([CH3:18])[cH:13][c:14]([CH3:17])[c:15]3[CH3:16])[cH:2][cH:3][cH:4][cH:5][cH:6]1>>[c:1]1([CH:7]([CH2:8][OH:19])[c:11]2[c:10]([OH:9])[c:15]([CH3:16])[c:14]([CH3:17])[cH:13][c:12]2[CH3:18])[cH:2][cH:3][cH:4][cH:5][cH:6]1. Starting materials: CC1[C@H]2[C@@H]3CC[C@@H]([C@@]3(C)CC[C@@H]2[C@]2(CCC(CC2=C1)=O)C)C(=O)NC1=C(C=CC=C1)C(F)(F)F ((17β)-7-methyl-3-oxo-N-[2-(trifluoromethyl)phenyl]androst-5-ene-17-carboxamide), Cl (HCl). Solvent: O1CCOCC1 (dioxane). The product is CC1[C@H]2[C@@H]3CC[C@@H]([C@@]3(C)CC[C@@H]2[C@]2(CCC(C=C2C1)=O)C)C(=O)NC1=C(C=CC=C1)C(F)(F)F ((17β)-7-methyl-3-oxo-N-[2-(trifluoromethyl)phenyl]androst-4-ene-17-carboxamide). Reaction SMILES: [CH3:1][CH:2]1[CH:19]=[C:18]2[C@:13]([CH3:21])([CH2:14][CH2:15][C:16](=[O:20])[CH2:17]2)[C@@H:12]2[C@@H:3]1[C@H:4]1[C@@:8]([CH2:10][CH2:11]2)([CH3:9])[C@@H:7]([C:22]([NH:24][C:25]2[CH:30]=[CH:29][CH:28]=[CH:27][C:26]=2[C:31]([F:34])([F:33])[F:32])=[O:23])[CH2:6][CH2:5]1.Cl>O1CCOCC1>[CH3:1][CH:2]1[CH2:19][C:18]2[C@:13]([CH3:21])([CH2:14][CH2:15][C:16](=[O:20])[CH:17]=2)[C@@H:12]2[C@@H:3]1[C@H:4]1[C@@:8]([CH2:10][CH2:11]2)([CH3:9])[C@@H:7]([C:22]([NH:24][C:25]2[CH:30]=[CH:29][CH:28]=[CH:27][C:26]=2[C:31]([F:32])([F:33])[F:34])=[O:23])[CH2:6][CH2:5]1. Procedure: A solution of the compound from Step B (5-3) (0.057 g, 0.12 mmol), dioxane (0.5 mL) and 1.0 N HCl solution (0.5 mL) was heated to 50° C. for 2 hr. The reaction was then concentrated to yield the desired product as an 8:1 mixture of epimers at C-7.